From a dataset of the Open Reaction Database (ORD), a public repository of structured organic reaction records. describe an organic reaction: reactants, conditions, products, and yield Reactants: CC(C)(C)OC(=O)NC1CCN(c2ccc(N3CC(COc4ccon4)OC3=O)cc2F)C1, CCO, ClCCl, Cl. The product is Cl, NC1CCN(c2ccc(N3CC(COc4ccon4)OC3=O)cc2F)C1. Reaction SMILES: [C:1]([O:2][C:3](=[O:4])[NH:8][CH:9]1[CH2:10][N:11]([c:14]2[c:15]([F:33])[cH:16][c:17]([N:20]3[C:21](=[O:32])[O:22][CH:23]([CH2:25][O:26][c:27]4[n:28][o:29][cH:30][cH:31]4)[CH2:24]3)[cH:18][cH:19]2)[CH2:12][CH2:13]1)([CH3:5])([CH3:6])[CH3:7].[CH3:38][CH2:39][OH:40].[Cl:35][CH2:36][Cl:37].[ClH:34]>>[ClH:34].[NH2:8][CH:9]1[CH2:10][N:11]([c:14]2[c:15]([F:33])[cH:16][c:17]([N:20]3[C:21](=[O:32])[O:22][CH:23]([CH2:25][O:26][c:27]4[n:28][o:29][cH:30][cH:31]4)[CH2:24]3)[cH:18][cH:19]2)[CH2:12][CH2:13]1. Reaction SMILES: [C:1](NCCCCCCN1C2N=CN(C)C=2C(=O)N(CCCC[C@H](O)C)C1=O)(=[O:15])[CH2:2][CH2:3][CH2:4][CH2:5][C@H:6]1[C@@H:14]2[C@@H:9]([NH:10][C:11]([NH:13]2)=[O:12])[CH2:8][S:7]1.[C:42]([O:45][C@H:46]([CH3:66])[CH2:47][CH2:48][CH2:49][CH2:50][N:51]1[C:60](=[O:61])[C:59]2[N:58]([CH3:62])[CH:57]=[N:56][C:55]=2[N:54]([CH2:63][CH2:64][NH2:65])[C:52]1=[O:53])(=[O:44])[CH3:43]>>[C:1]([NH:65][CH2:64][CH2:63][N:54]1[C:55]2[N:56]=[CH:57][N:58]([CH3:62])[C:59]=2[C:60](=[O:61])[N:51]([CH2:50][CH2:49][CH2:48][CH2:47][C@H:46]([OH:45])[CH3:66])[C:52]1=[O:53])(=[O:15])[CH2:2][CH2:3][CH2:4][CH2:5][C@H:6]1[C@@H:14]2[C@@H:9]([NH:10][C:11]([NH:13]2)=[O:12])[CH2:8][S:7]1.[C:42]([O:45][C@H:46]([CH3:66])[CH2:47][CH2:48][CH2:49][CH2:50][N:51]1[C:60](=[O:61])[C:59]2[N:58]([CH3:62])[CH:57]=[N:56][C:55]=2[N:54]([CH2:63][CH2:64][NH2:65])[C:52]1=[O:53])(=[O:44])[CH3:43]. Yields the product C(CCCC[C@@H]1SC[C@@H]2NC(=O)N[C@H]12)(=O)NCCN1C(N(C(C=2N(C=NC12)C)=O)CCCC[C@@H](C)O)=O ((R)-3-(N-Biotinyl-2-aminoethyl)-1-(5-hydroxyhexyl)-7-methylxanthine), C(C)(=O)O[C@@H](CCCCN1C(=O)N(C=2N=CN(C2C1=O)C)CCN)C ((R)-1-(5-acetoxyhexyl)-3-(2-aminoethyl)-7-methylxanthine). Starting materials: C(CCCC[C@@H]1SC[C@@H]2NC(=O)N[C@H]12)(=O)NCCCCCCN1C(N(C(C=2N(C=NC12)C)=O)CCCC[C@@H](C)O)=O ((R)-3-(N-biotinyl-6-aminohexyl)-1-(5-hydroxyhexyl)-7-methylxanthine), C(C)(=O)O[C@@H](CCCCN1C(=O)N(C=2N=CN(C2C1=O)C)CCN)C ((R)-1-(5-acetoxyhexyl)-3-(2-aminoethyl)-7-methylxanthine). Procedure: (R)-3-(N-Biotinyl-2-aminoethyl)-1-(5-hydroxyhexyl)-7-methylxanthine (CT13410) was prepared according to the method described above for (R)-3-(N-biotinyl-6-aminohexyl)-1-(5-hydroxyhexyl)-7-methylxanthine (CT 12460) but using (R)-1-(5-acetoxyhexyl)-3-(2-aminoethyl)-7-methylxanthine in place of (R)-1-(5-acetoxyhexyl)-3-(6-aminohexyl)-7-methylxanthine. The (R)-1-(5-acetoxyhexyl)-3-(2-aminoethyl)-7-methylxanthine was prepared according to the following procedure. Reactants: CCOC(C)=O, O=C(O)C=C1CCC(C(F)(F)F)CC1, [H][H]. The product is O=C(O)CC1CCC(C(F)(F)F)CC1. Reaction SMILES: [CH3:17][CH2:18][O:19][C:20](=[O:21])[CH3:22].[F:1][C:2]([CH:3]1[CH2:4][CH2:5][C:6](=[CH:9][C:10](=[O:11])[OH:12])[CH2:7][CH2:8]1)([F:13])[F:14].[H:15][H:16]>>[F:1][C:2]([CH:3]1[CH2:4][CH2:5][CH:6]([CH2:9][C:10](=[O:11])[OH:12])[CH2:7][CH2:8]1)([F:13])[F:14]. The reactants are ClC1=CC(=CC=C1)C(=O)OO (m-Chloroperbenzoic acid), C(C)OC(=O)C1(CC1)C1=CC=C(C=C1)C1=CC=C(C=C1)C1=C(C(=NO1)C)CC=C (1-[4′-(4-Allyl-3-methyl-isoxazol-5-yl)-biphenyl-4-yl]-cyclopropanecarboxylic acid ethyl ester). The solvent is OP(=O)([O-])[O-].[Na+].[Na+] (sodium phosphate dibasic), C(Cl)Cl (CH2Cl2), C(Cl)Cl (CH2Cl2), OP(=O)([O-])[O-].[Na+].[Na+] (sodium phosphate dibasic). Reaction conditions: time 8 hour. Yields the product C(C)OC(=O)C1(CC1)C1=CC=C(C=C1)C1=CC=C(C=C1)C1=C(C(=NO1)C)CC1OC1 (1-[4′-(3-Methyl-4-oxiranylmethyl-isoxazol-5-yl)-biphenyl-4-yl]-cyclopropanecarboxylic acid ethyl ester). Reaction SMILES: ClC1C=CC=C(C(OO)=[O:9])C=1.[CH2:12]([O:14][C:15]([C:17]1([C:20]2[CH:25]=[CH:24][C:23]([C:26]3[CH:31]=[CH:30][C:29]([C:32]4[O:36][N:35]=[C:34]([CH3:37])[C:33]=4[CH2:38][CH:39]=[CH2:40])=[CH:28][CH:27]=3)=[CH:22][CH:21]=2)[CH2:19][CH2:18]1)=[O:16])[CH3:13]>OP([O-])([O-])=O.[Na+].[Na+].C(Cl)Cl>[CH2:12]([O:14][C:15]([C:17]1([C:20]2[CH:25]=[CH:24][C:23]([C:26]3[CH:31]=[CH:30][C:29]([C:32]4[O:36][N:35]=[C:34]([CH3:37])[C:33]=4[CH2:38][CH:39]4[CH2:40][O:9]4)=[CH:28][CH:27]=3)=[CH:22][CH:21]=2)[CH2:19][CH2:18]1)=[O:16])[CH3:13] |f:2.3.4|. Procedure details: m-Chloroperbenzoic acid (77%, 0.565 g, 2.52 mmol) was washed 4× with a solution of sodium phosphate dibasic (0.1 M aq., 7 mL) then dissolved in CH2Cl2 (4 mL). The solution was added to 1-[4′-(4-Allyl-3-methyl-isoxazol-5-yl)-biphenyl-4-yl]-cyclopropanecarboxylic acid ethyl ester (0.244 g, 0.63 mmol) in CH2Cl2 (3 mL) followed by sodium phosphate dibasic (0.1 M aq., 7 mL). After 3.5 hours an additional portion of m-chloroperbenzoic acid (0.55 g) was rinsed 4× with sodium phosphate dibasic (0.1 M aq... Reactants: COC1=CC=C(CN(C2=NC=C(C=N2)C=2C3=C(N=C(N2)N2CCOCC2)NCC3)CC3=CC=C(C=C3)OC)C=C1 (bis-(4-methoxy-benzyl)-[5-(2-morpholin-4-yl-6,7-dihydro-5H-pyrrolo[2,3-d]pyrimidin-4-yl)-pyrimidin-2-yl]-amine), BrC1=CC=C(C=C1)S(=O)(=O)N1CCN(CC1)CC (1-(4-bromo-benzenesulfonyl)-4-ethyl-piperazine). The product is C(C)N1CCN(CC1)S(=O)(=O)C1=CC=C(C=C1)N1CCC2=C1N=C(N=C2C=2C=NC(=NC2)N(CC2=CC=C(C=C2)OC)CC2=CC=C(C=C2)OC)N2CCOCC2 ((5-{7-[4-(4-ethyl-piperazine-1-sulfonyl)-phenyl]-2-morpholin-4-yl-6,7-dihydro-5H-pyrrolo[2,3-d]pyrimidin-4-yl}-pyrimidin-2-yl)-bis-(4-methoxy-benzyl)-amine). As a reaction SMILES: [CH3:1][O:2][C:3]1[CH:40]=[CH:39][C:6]([CH2:7][N:8]([CH2:30][C:31]2[CH:36]=[CH:35][C:34]([O:37][CH3:38])=[CH:33][CH:32]=2)[C:9]2[N:14]=[CH:13][C:12]([C:15]3[C:16]4[CH2:29][CH2:28][NH:27][C:17]=4[N:18]=[C:19]([N:21]4[CH2:26][CH2:25][O:24][CH2:23][CH2:22]4)[N:20]=3)=[CH:11][N:10]=2)=[CH:5][CH:4]=1.Br[C:42]1[CH:47]=[CH:46][C:45]([S:48]([N:51]2[CH2:56][CH2:55][N:54]([CH2:57][CH3:58])[CH2:53][CH2:52]2)(=[O:50])=[O:49])=[CH:44][CH:43]=1>>[CH2:57]([N:54]1[CH2:53][CH2:52][N:51]([S:48]([C:45]2[CH:46]=[CH:47][C:42]([N:27]3[C:17]4[N:18]=[C:19]([N:21]5[CH2:26][CH2:25][O:24][CH2:23][CH2:22]5)[N:20]=[C:15]([C:12]5[CH:11]=[N:10][C:9]([N:8]([CH2:7][C:6]6[CH:5]=[CH:4][C:3]([O:2][CH3:1])=[CH:40][CH:39]=6)[CH2:30][C:31]6[CH:32]=[CH:33][C:34]([O:37][CH3:38])=[CH:35][CH:36]=6)=[N:14][CH:13]=5)[C:16]=4[CH2:29][CH2:28]3)=[CH:43][CH:44]=2)(=[O:49])=[O:50])[CH2:56][CH2:55]1)[CH3:58]. Procedure: Using bis-(4-methoxy-benzyl)-[5-(2-morpholin-4-yl-6,7-dihydro-5H-pyrrolo[2,3-d]pyrimidin-4-yl)-pyrimidin-2-yl]-amine (100 mg) and 1-(4-bromo-benzenesulfonyl)-4-ethyl-piperazine (prepared from 4-bromo-benzenesulfonyl chloride and N-ethylpiperazine in acetonitrile, 68 mg) instead of 4-bromobenzoic acid methyl ester in Example 1-D-08, in the same manner as Example 1-D-08, a crude product of (5-{7-[4-(4-ethyl-piperazine-1-sulfonyl)-phenyl]-2-morpholin-4-yl-6,7-dihydro-5H-pyrrolo[2,3-d]pyrimidin-4-yl... Reactants: CC(=O)Nc1ccc2c(c1)nc(C(C)(C)C)n2CC1CCOCC1, Cl. Product: CC(C)(C)c1nc2cc(N)ccc2n1CC1CCOCC1. As a reaction SMILES: [C:1]([CH3:2])([CH3:3])([CH3:4])[c:5]1[n:6][c:7]2[c:8]([n:9]1[CH2:10][CH:11]1[CH2:12][CH2:13][O:14][CH2:15][CH2:16]1)[cH:17][cH:18][c:19]([NH:21][C:22](=[O:23])[CH3:24])[cH:20]2.[ClH:25]>>[C:1]([CH3:2])([CH3:3])([CH3:4])[c:5]1[n:6][c:7]2[c:8]([n:9]1[CH2:10][CH:11]1[CH2:12][CH2:13][O:14][CH2:15][CH2:16]1)[cH:17][cH:18][c:19]([NH2:21])[cH:20]2. Starting materials: BrC=1C(NC(NC1CCC)=O)=O (5-bromo-6-propyl-2,4(1H,3H)pyrimidinedione), [F-].[K+] (potassium fluoride), C(C1=CC=CC=C1)N1CCNCC1 (1-benzylpiperazine), ice water. Solvent: C(C)O (ethanol). Reaction conditions: temperature 140 celsius. Product: C1(=CC=CC=C1)CN1CCN(CC1)C=1C(NC(NC1CCC)=O)=O (5-[4-(Phenylmethyl)-1-piperazinyl]-6-propyl-2,4(1H,3H)-pyrimidinedione). Yield: 58.6%. RXN SMILES: Br[C:2]1[C:3](=[O:12])[NH:4][C:5](=[O:11])[NH:6][C:7]=1[CH2:8][CH2:9][CH3:10].[F-].[K+].[CH2:15]([N:22]1[CH2:27][CH2:26][NH:25][CH2:24][CH2:23]1)[C:16]1[CH:21]=[CH:20][CH:19]=[CH:18][CH:17]=1>C(O)C>[C:16]1([CH2:15][N:22]2[CH2:23][CH2:24][N:25]([C:2]3[C:3](=[O:12])[NH:4][C:5](=[O:11])[NH:6][C:7]=3[CH2:8][CH2:9][CH3:10])[CH2:26][CH2:27]2)[CH:17]=[CH:18][CH:19]=[CH:20][CH:21]=1 |f:1.2|. Procedure details: A mixture of 53.3 g (0.229 mole) of 5-bromo-6-propyl-2,4(1H,3H)pyrimidinedione and 23.7 g (0.252 mole) of anhydrous potassium fluoride in 176 ml (1.0 mole) of 1-benzylpiperazine was heated under reflux at 140° C. for 14 hours. The reaction mixture was cooled to 80° C. and 100 ml of ethanol was added. The mixture was poured into one liter of ice water. The solid was collected and washed with one liter of water. Recrystallization from ethanol and drying in vacuo at 59° C. for 16 hours gave 44.1 g ...